From a dataset of the Open Reaction Database (ORD), a public repository of structured organic reaction records. describe an organic reaction: reactants, conditions, products, and yield Starting materials: C1CNCCN1, CCC(=O)O, c1ccc2c(c1)OCCO2. Product: O=C(C1COc2ccccc2O1)N1CCNCC1. As a reaction SMILES: [CH2:16]1[CH2:17][NH:18][CH2:19][CH2:20][NH:21]1.[CH3:1][CH2:2][C:3](=[O:4])[OH:5].[O:6]1[CH2:7][CH2:8][O:9][c:10]2[c:11]1[cH:12][cH:13][cH:14][cH:15]2>>[C:3](=[O:5])([CH:7]1[O:6][c:11]2[c:10]([cH:15][cH:14][cH:13][cH:12]2)[O:9][CH2:8]1)[N:18]1[CH2:17][CH2:16][NH:21][CH2:20][CH2:19]1. The reactants are CSc1nnc(C(=O)O)c(O)n1, O=S(Cl)Cl. The product is CSc1nnc(C(=O)O)c(Cl)n1. As a reaction SMILES: [OH:1][c:2]1[n:3][c:4]([S:11][CH3:12])[n:5][n:6][c:7]1[C:8](=[O:9])[OH:10].[S:13]([Cl:14])([Cl:15])=[O:16]>>[c:2]1([Cl:15])[n:3][c:4]([S:11][CH3:12])[n:5][n:6][c:7]1[C:8](=[O:9])[OH:10]. Reactants: COC(=O)C1=NC(=C(C=C1N)C(F)(F)F)Br (3-Amino-6-bromo-5-trifluoromethyl-pyridine-2-carboxylic acid methyl ester), COC(=O)C1=NC(=C(C=C1N)C(F)(F)F)Br (3-Amino-6-bromo-5-trifluoromethyl-pyridine-2-carboxylic acid methyl ester), C1(=CC=C(C=C1)S(=O)(=O)O)C (p-toluenesulfonic acid), C(C(=O)C)CC(C)=O (acetonylacetone). The solvent is C1(=CC=CC=C1)C (toluene). Yields the product COC(=O)C1=NC(=C(C=C1N1C(=CC=C1C)C)C(F)(F)F)Br (6-Bromo-3-(2,5-dimethyl-pyrrol-1-yl)-5-trifluoromethyl-pyridine-2-carboxylic acid methyl ester). As a reaction SMILES: [CH3:1][O:2][C:3]([C:5]1[C:10]([NH2:11])=[CH:9][C:8]([C:12]([F:15])([F:14])[F:13])=[C:7]([Br:16])[N:6]=1)=[O:4].[C:17]1(C)[CH:22]=[CH:21][C:20](S(O)(=O)=O)=[CH:19][CH:18]=1.C(CC(=O)C)C(C)=O>C1(C)C=CC=CC=1>[CH3:1][O:2][C:3]([C:5]1[C:10]([N:11]2[C:19]([CH3:20])=[CH:18][CH:17]=[C:22]2[CH3:21])=[CH:9][C:8]([C:12]([F:15])([F:13])[F:14])=[C:7]([Br:16])[N:6]=1)=[O:4]. Reported procedure: 3-Amino-6-bromo-5-trifluoromethyl-pyridine-2-carboxylic acid methyl ester (Intermediate A4) (2 g, 6.69 mmol) was suspended in toluene (8 ml), and treated with p-toluenesulfonic acid (TsOH) (0.115 g, 0.669 mmol) and acetonylacetone (0.941 ml, 8.03 mmol). The reaction mixture was heated at reflux for 2 hours (using Dean-Stark apparatus) and allowed to cool to RT overnight. The resulting dark red/black solution was concentrated in vacuo to remove toluene and the crude residue diluted with EtOAc (20...